This data is from the Open Reaction Database (ORD), a public repository of structured organic reaction records. The task is: describe an organic reaction: reactants, conditions, products, and yield Reactants: O=c1[nH]cnn1-c1ccc(OCC(F)(F)C(F)(F)F)cc1, CC(O)C1(c2ccc(F)cc2F)CO1. Yields the product CC(n1cnn(-c2ccc(OCC(F)(F)C(F)(F)F)cc2)c1=O)C1(c2ccc(F)cc2F)CO1. RXN SMILES: [F:15][C:16]([CH2:17][O:18][c:19]1[cH:20][cH:21][c:22](-[n:25]2[n:26][cH:27][nH:28][c:29]2=[O:30])[cH:23][cH:24]1)([C:31]([F:32])([F:33])[F:34])[F:35].[F:1][c:2]1[c:3]([C:9]2([CH:12]([CH3:13])[OH:14])[O:10][CH2:11]2)[cH:4][cH:5][c:6]([F:8])[cH:7]1>>[F:1][c:2]1[c:3]([C:9]2([CH:12]([CH3:13])[n:28]3[cH:27][n:26][n:25](-[c:22]4[cH:21][cH:20][c:19]([O:18][CH2:17][C:16]([F:15])([C:31]([F:32])([F:33])[F:34])[F:35])[cH:24][cH:23]4)[c:29]3=[O:30])[O:10][CH2:11]2)[cH:4][cH:5][c:6]([F:8])[cH:7]1. Reactants: P(Cl)(Cl)Cl (Phosphorus trichloride), ClC1=[N+](C=CC(=C1)[N+](=O)[O-])[O-] (2-chloro-4-nitro-pyridine-1-oxide), C([O-])(O)=O.[Na+] (sodium bicarbonate). Run in C(Cl)(Cl)Cl (chloroform). Product: ClC1=NC=CC(=C1)[N+](=O)[O-] (2-chloro-4-nitro-pyridine). The yield is 77.7%. As a reaction SMILES: P(Cl)(Cl)Cl.[Cl:5][C:6]1[CH:11]=[C:10]([N+:12]([O-:14])=[O:13])[CH:9]=[CH:8][N+:7]=1[O-].C(=O)(O)[O-].[Na+]>C(Cl)(Cl)Cl>[Cl:5][C:6]1[CH:11]=[C:10]([N+:12]([O-:14])=[O:13])[CH:9]=[CH:8][N:7]=1 |f:2.3|. Reported procedure: Phosphorus trichloride (4.2 mL, 48.7 mmol) was added to a solution of 2-chloro-4-nitro-pyridine-1-oxide (1.70 g, 9.74 mmol) in dry chloroform (25 mL) at r.t. The reaction mixture was then heated to reflux and maintained at this temperature overnight. The reaction was cooled to r.t. then poured onto ice, basified to between pH 7-8 with saturated aq. sodium bicarbonate solution and extracted with chloroform (×2). The combined organic phase was washed with water and brine, dried over sodium sulfate... Starting materials: C(C=C)N1N=C2C(=CC=CC2=C1C1=C(C=C(C=C1)OC)OC)C(F)(F)F (2-allyl-3-(2,4-dimethoxyphenyl)-7-(trifluoromethyl)-2H-indazole), B(Br)(Br)Br (boron tribromide), C1=CCCCC1 (cyclohexene). The product is C(C=C)N1N=C2C(=CC=CC2=C1C1=C(C=C(C=C1)O)O)C(F)(F)F (4-[2-allyl-7-(trifluoromethyl)-2H-indazol-3-yl]-1,3-benzenediol). Isolated yield 40.6%. Reaction SMILES: [CH2:1]([N:4]1[C:12]([C:13]2[CH:18]=[CH:17][C:16]([O:19]C)=[CH:15][C:14]=2[O:21]C)=[C:11]2[C:6]([C:7]([C:23]([F:26])([F:25])[F:24])=[CH:8][CH:9]=[CH:10]2)=[N:5]1)[CH:2]=[CH2:3].B(Br)(Br)Br.C1CCCCC=1>>[CH2:1]([N:4]1[C:12]([C:13]2[CH:18]=[CH:17][C:16]([OH:19])=[CH:15][C:14]=2[OH:21])=[C:11]2[C:6]([C:7]([C:23]([F:26])([F:25])[F:24])=[CH:8][CH:9]=[CH:10]2)=[N:5]1)[CH:2]=[CH2:3]. Procedure details: Prepared according to Method D step C from 2-allyl-3-(2,4-dimethoxyphenyl)-7-(trifluoromethyl)-2H-indazole (0.05 g, 0.14 mmol), boron tribromide (0.104 mL, 1.1 mmol) and 1.0 mL of cyclohexene to give the product (0.019 g) as a white solid. Solvent: O1CCOCC1 (dioxane), C(C)OCC (ethyl ether), O1CCOCC1 (dioxane). Product: COC=1C(=C(OCCCOC2=C(C3=C(CCC(O3)C(=O)OC)C=C2)CCC)C=CC1C=1N=CSC1)CCC (Methyl 3,4-dihydro-7-[3-[3-methoxy-2-propyl-4-(4-thiazolyl) -phenoxy]propoxy]-8-propyl-2H-1-benzopyran-2-carboxylate). The reactants are ClCC(=O)C1=C(C(=C(OCCCOC2=C(C3=C(CCC(O3)C(=O)OC)C=C2)CCC)C=C1)CCC)OC (Methyl 7-[3-[4-(2-chloro-1-oxoethyl)-3-methoxy-2-propylphenoxy]propoxy]-3,4-dihydro-8-propyl-2H-1-benzopyran-2-carboxylate), C([O-])([O-])=O.[Mg+2] (magnesium carbonate), C(=O)N (Formamide), P12(=S)SP3(=S)SP(=S)(S1)SP(=S)(S2)S3 (phosphorus pentasulfide). Reported procedure: Formamide (24 mL, 0.69 mmol), phosphorus pentasulfide (54 mg, 0.123 mmol) and 4 mL of dioxane were refluxed for 30 min. Methyl 7-[3-[4-(2-chloro-1-oxoethyl)-3-methoxy-2-propylphenoxy]propoxy]-3,4-dihydro-8-propyl-2H-1-benzopyran-2-carboxylate (30 mg, 0.056 mmol) in 0.5 mL dioxane was added along with 50 mg magnesium carbonate, and the mixture was refluxed for 18 hr. The reaction mixture was poured into ethyl ether/0.5 N sodium hydroxide, and the ether layer was washed with brine, dried over sodi... The yield is 98.2%. Reaction SMILES: [CH:1]([NH2:3])=O.P12(SP3(SP(SP(S3)(S1)=S)(=S)S2)=S)=[S:5].Cl[CH2:19][C:20]([C:22]1[CH:49]=[CH:48][C:25]([O:26][CH2:27][CH2:28][CH2:29][O:30][C:31]2[CH:44]=[CH:43][C:34]3[CH2:35][CH2:36][CH:37]([C:39]([O:41][CH3:42])=[O:40])[O:38][C:33]=3[C:32]=2[CH2:45][CH2:46][CH3:47])=[C:24]([CH2:50][CH2:51][CH3:52])[C:23]=1[O:53][CH3:54])=O.C(=O)([O-])[O-].[Mg+2]>O1CCOCC1.C(OCC)C>[CH3:54][O:53][C:23]1[C:24]([CH2:50][CH2:51][CH3:52])=[C:25]([CH:48]=[CH:49][C:22]=1[C:20]1[N:3]=[CH:1][S:5][CH:19]=1)[O:26][CH2:27][CH2:28][CH2:29][O:30][C:31]1[CH:44]=[CH:43][C:34]2[CH2:35][CH2:36][CH:37]([C:39]([O:41][CH3:42])=[O:40])[O:38][C:33]=2[C:32]=1[CH2:45][CH2:46][CH3:47] |f:3.4|. Reactants: C(C)(=O)[Si](C)(C)C (acetyltrimethylsilane), C(CC#N)#N (malononitrile), C(C)(=O)[O-].[NH4+] (ammonium acetate), C(C)(=O)O (acetic acid). The solvent is C1=CC=CC=C1 (benzene), CCOC(=O)C (EtOAc), C1=CC=CC=C1 (benzene). Run at temperature 95 celsius. Product: C[Si](C(C)=C(C#N)C#N)(C)C (2-(1-(trimethylsilyl)ethylidene) malononitrile). Yield: 80.0%. As a reaction SMILES: [C:1]([Si:4]([CH3:7])([CH3:6])[CH3:5])(=O)[CH3:2].[C:8](#[N:12])[CH2:9][C:10]#[N:11].C([O-])(=O)C.[NH4+].C(O)(=O)C>CCOC(C)=O.C1C=CC=CC=1>[CH3:5][Si:4]([CH3:7])([CH3:6])[C:1](=[C:9]([C:8]#[N:12])[C:10]#[N:11])[CH3:2] |f:2.3|. Procedure: To a mixture of acetyltrimethylsilane (1.0 g, 8.6 mmol), malononitrile (625 mg, 9.46 mmol) and ammonium acetate (126 mg, 1.64 mmol), acetic acid (394 μL, 6.88 mmol) and benzene (30 mL) were added. The reaction flask was attached to a Dean-Stark trap filled with benzene and the solution was heated to 95° C. for 3 h. The orange reaction mixture was cooled, diluted with EtOAc, washed with saturated aqueous NaHCO3 and brine, dried over anhydrous MgSO4, and concentrated. The residue was purified by c... Product: OC1=CC=C(C=C1)NCC(=O)O (p-hydroxyphenylglycine). Procedure: We have found that addition of D-glutamic acid (D-GLU), D-asparagine (D-ASN), D-aspartic acid (D-ASP), or D-cysteine (D-CYS), or D-glutamine (D-GLN) in small amounts to a supersaturated solution of threonine in water brings about a preferred crystallization of the threonine in its L-form. Similarly, inclusion of the L-forms of the above additives leads to preferred crystallization of D-threonine. Further, we have found that from a supersaturated aqueous solution of D,L-asparagine, on addition of... Starting materials: N[C@H](CCC(=O)O)C(=O)O (D-glutamic acid), N[C@H](CC(N)=O)C(=O)O (D-asparagine), N[C@H](CC(=O)O)C(=O)O (D-aspartic acid), N[C@H](CS)C(=O)O (D-cysteine), N[C@H](CCC(N)=O)C(=O)O (D-glutamine), N[C@@H]([C@H](O)C)C(=O)O (threonine). RXN SMILES: [NH2:1][C@@H:2]([C:8](O)=O)[CH2:3][CH2:4][C:5]([OH:7])=O.N[C@@H:12]([C:17]([OH:19])=[O:18])CC(=O)N.N[C@@H:21](C(O)=O)CC(O)=O.N[C@@H](C(O)=O)CS.N[C@@H](C(O)=O)CCC(=O)N.N[C@H](C(O)=O)[C@@H](C)O>O>[OH:7][C:5]1[CH:4]=[CH:3][C:2]([NH:1][CH2:12][C:17]([OH:19])=[O:18])=[CH:8][CH:21]=1. Solvent: O (water). RXN SMILES: [F:1][C:2]1[CH:19]=[CH:18][C:5]2[N:6]=[C:7]([C:9]3[CH:14]=[CH:13][C:12]([OH:15])=[CH:11][C:10]=3[O:16][CH3:17])[NH:8][C:4]=2[CH:3]=1.[CH3:20][S:21](Cl)(=[O:23])=[O:22]>>[F:1][C:2]1[CH:19]=[CH:18][C:5]2[N:6]=[C:7]([C:9]3[CH:14]=[CH:13][C:12]([O:15][S:21]([CH3:20])(=[O:23])=[O:22])=[CH:11][C:10]=3[O:16][CH3:17])[NH:8][C:4]=2[CH:3]=1. Procedure details: Prepared analogously to Example 1 from 5-fluoro-2-(2'-methoxy-4'-hydroxy-phenyl)-benzimidazole and methanesulfonic acid chloride. Reactants: FC1=CC2=C(N=C(N2)C2=C(C=C(C=C2)O)OC)C=C1 (5-fluoro-2-(2'-methoxy-4'-hydroxy-phenyl)-benzimidazole), CS(=O)(=O)Cl (methanesulfonic acid chloride). Product: FC1=CC2=C(N=C(N2)C2=C(C=C(C=C2)OS(=O)(=O)C)OC)C=C1 (5-Fluoro-2-(2'-methoxy-4'-methanesulfonyloxy-phenyl)-benzimidazole).